From a dataset of the Open Reaction Database (ORD), a public repository of structured organic reaction records. describe an organic reaction: reactants, conditions, products, and yield Starting materials: O=C(Cl)c1ccccc1, Cc1cc(C(O)(C(F)(F)F)C(F)(F)F)cc(C)c1NC(=O)c1cccc(N)c1, C1CCOC1, c1ccncc1. Yields the product Cc1cc(C(O)(C(F)(F)F)C(F)(F)F)cc(C)c1NC(=O)c1cccc(NC(=O)c2ccccc2)c1. As a reaction SMILES: [C:29]([c:30]1[cH:31][cH:32][cH:33][cH:34][cH:35]1)(=[O:36])[Cl:37].[CH3:1][c:2]1[c:3]([NH:19][C:20]([c:21]2[cH:22][c:23]([NH2:27])[cH:24][cH:25][cH:26]2)=[O:28])[c:4]([CH3:18])[cH:5][c:6]([C:8]([C:9]([F:10])([F:11])[F:12])([C:13]([F:14])([F:15])[F:16])[OH:17])[cH:7]1.[O:44]1[CH2:45][CH2:46][CH2:47][CH2:48]1.[cH:38]1[cH:39][cH:40][n:41][cH:42][cH:43]1>>[CH3:1][c:2]1[c:3]([NH:19][C:20]([c:21]2[cH:22][c:23]([NH:27][C:29]([c:30]3[cH:31][cH:32][cH:33][cH:34][cH:35]3)=[O:36])[cH:24][cH:25][cH:26]2)=[O:28])[c:4]([CH3:18])[cH:5][c:6]([C:8]([C:9]([F:10])([F:11])[F:12])([C:13]([F:14])([F:15])[F:16])[OH:17])[cH:7]1. The reactants are CN(C)C(=O)Cl, Cc1ccccc1, [Na+], [OH-], Nc1ccc(Oc2ccc3ccccc3c2)cc1. Product: CN(C)C(=O)Nc1ccc(Oc2ccc3ccccc3c2)cc1. Reaction SMILES: [CH3:21][N:22]([C:23](=[O:24])[Cl:25])[CH3:26].[CH3:27][c:28]1[cH:29][cH:30][cH:31][cH:32][cH:33]1.[Na+:20].[OH-:19].[cH:1]1[c:2]([O:11][c:12]2[cH:13][cH:14][c:15]([NH2:16])[cH:17][cH:18]2)[cH:3][cH:4][c:5]2[cH:6][cH:7][cH:8][cH:9][c:10]12>>[cH:1]1[c:2]([O:11][c:12]2[cH:13][cH:14][c:15]([NH:16][C:23]([N:22]([CH3:21])[CH3:26])=[O:24])[cH:17][cH:18]2)[cH:3][cH:4][c:5]2[cH:6][cH:7][cH:8][cH:9][c:10]12. Starting materials: ClCCCBr, CC[N+](CC)(CC)Cc1ccccc1, [Cl-], [H-], [Na+], O, c1ccccc1, c1ccc2[nH]ccc2c1. Product: ClCCCn1ccc2ccccc21. As a reaction SMILES: [Br:10][CH2:11][CH2:12][CH2:13][Cl:14].[CH2:24]([N+:25]([CH2:26][CH3:27])([CH2:28][CH3:29])[CH2:30][c:31]1[cH:32][cH:33][cH:34][cH:35][cH:36]1)[CH3:37].[Cl-:23].[H-:21].[Na+:22].[OH2:38].[cH:15]1[cH:16][cH:17][cH:18][cH:19][cH:20]1.[cH:1]1[cH:2][cH:3][c:4]2[nH:5][cH:6][cH:7][c:8]2[cH:9]1>>[cH:1]1[cH:2][cH:3][c:4]2[n:5]([CH2:11][CH2:12][CH2:13][Cl:14])[cH:6][cH:7][c:8]2[cH:9]1. Starting materials: Example 3, O (water), N1C=NC=C1 (imidazole), [Si](C)(C)(C(C)(C)C)Cl (t-butyldimethylsilylchloride), CN(C=O)C (N,N-dimethylformamide). Conditions: time 3 hour. Product: C(C)(C)(C)OC(=O)N[C@H](CC#N)CC(C)C ((3S)-3-(t-butoxycarbonylamino)-5-methylhexanenitrile). RXN SMILES: N1[CH:5]=[CH:4][N:3]=C1.[Si](Cl)([C:9]([CH3:12])([CH3:11])[CH3:10])(C)C.[OH2:14].C[N:16]([CH3:19])[CH:17]=[O:18]>>[C:9]([O:18][C:17]([NH:16][C@@H:19]([CH2:10][CH:9]([CH3:12])[CH3:11])[CH2:5][C:4]#[N:3])=[O:14])([CH3:12])([CH3:11])[CH3:10]. Reported procedure: To a solution of the compound prepared in Reference Example 3 (2.04 g) in N,N-dimethylformamide (15 ml) were added imidazole (1.26 g) and t-butyldimethylsilylchloride (2.79 g) and the mixture was stirred for 3 hours at room temperature. To the reaction mixture was added water and was extracted with ethyl acetate. The organic layer was washed with water, saturated aqueous solution of sodium chloride and dried and concentrated. The residue was purified by column chromatography on silica gel (n-hex... Reactants: CNC, CCO, C[Si](C)(C)CCOCn1cc(Cl)c(=O)n(CCCN2CCN(c3ccc(F)cc3OCC(F)(F)F)CC2)c1=O. Product: CN(C)c1cn(COCC[Si](C)(C)C)c(=O)n(CCCN2CCN(c3ccc(F)cc3OCC(F)(F)F)CC2)c1=O. Reaction SMILES: [CH3:40][NH:41][CH3:42].[CH3:43][CH2:44][OH:45].[F:1][c:2]1[cH:3][c:4]([O:34][CH2:35][C:36]([F:37])([F:38])[F:39])[c:5]([N:8]2[CH2:9][CH2:10][N:11]([CH2:14][CH2:15][CH2:16][n:17]3[c:18](=[O:33])[n:19]([CH2:25][O:26][CH2:27][CH2:28][Si:29]([CH3:30])([CH3:31])[CH3:32])[cH:20][c:21]([Cl:24])[c:22]3=[O:23])[CH2:12][CH2:13]2)[cH:6][cH:7]1>>[F:1][c:2]1[cH:3][c:4]([O:34][CH2:35][C:36]([F:37])([F:38])[F:39])[c:5]([N:8]2[CH2:9][CH2:10][N:11]([CH2:14][CH2:15][CH2:16][n:17]3[c:18](=[O:33])[n:19]([CH2:25][O:26][CH2:27][CH2:28][Si:29]([CH3:30])([CH3:31])[CH3:32])[cH:20][c:21]([N:41]([CH3:40])[CH3:42])[c:22]3=[O:23])[CH2:12][CH2:13]2)[cH:6][cH:7]1.